From a dataset of the Open Reaction Database (ORD), a public repository of structured organic reaction records. describe an organic reaction: reactants, conditions, products, and yield Starting materials: COC(=O)c1ccc(OCC(C)C)c([N+](=O)[O-])c1, C1CCOC1, CO, [Na+], [OH-]. Product: CC(C)COc1ccc(C(=O)O)cc1[N+](=O)[O-]. Reaction SMILES: [CH2:1]([CH:2]([CH3:3])[CH3:4])[O:5][c:6]1[c:7]([N+:16](=[O:17])[O-:18])[cH:8][c:9]([C:10](=[O:11])[O:12][CH3:13])[cH:14][cH:15]1.[CH2:23]1[O:24][CH2:25][CH2:26][CH2:27]1.[CH3:21][OH:22].[Na+:20].[OH-:19]>>[CH2:1]([CH:2]([CH3:3])[CH3:4])[O:5][c:6]1[c:7]([N+:16](=[O:17])[O-:18])[cH:8][c:9]([C:10](=[O:11])[OH:12])[cH:14][cH:15]1. The reactants are CCCCCCC (heptane), intermediate B6.1, N[C@](C(C(C)(OCC(=O)OCC)C)(F)F)(C)C1=C(C=C(C(=C1)Br)F)F ((R)-ethyl 2-(4-amino-4-(5-bromo-2,4-difluorophenyl)-3,3-difluoro-2-methylpentan-2-yloxy)acetate). Solvent: C(C)(=O)OCC (ethyl acetate). Product: BrC=1C(=CC(=C(C1)[C@]1(NC(COC(C1(F)F)(C)C)=O)C)F)F ((R)-5-(5-bromo-2,4-difluorophenyl)-6,6-difluoro-5,7,7-trimethyl-[1,4]oxazepan-3-one). The yield is 62.6%. Reaction SMILES: [NH2:1][C@@:2]([C:17]1[CH:22]=[C:21]([Br:23])[C:20]([F:24])=[CH:19][C:18]=1[F:25])([CH3:16])[C:3]([F:15])([F:14])[C:4]([CH3:13])([O:6][CH2:7][C:8](OCC)=[O:9])[CH3:5].CCCCCCC>C(OCC)(=O)C>[Br:23][C:21]1[C:20]([F:24])=[CH:19][C:18]([F:25])=[C:17]([C@:2]2([CH3:16])[C:3]([F:15])([F:14])[C:4]([CH3:13])([CH3:5])[O:6][CH2:7][C:8](=[O:9])[NH:1]2)[CH:22]=1. Reported procedure: Prepared in a manner analogous to that described for intermediate B6.1 from (R)-ethyl 2-(4-amino-4-(5-bromo-2,4-difluorophenyl)-3,3-difluoro-2-methylpentan-2-yloxy)acetate (intermediate B5.2) (16.1 g; 37.4 mmol). After silica gel column chromatography with heptane and ethyl acetate as the eluent the (R)-5-(5-bromo-2,4-difluorophenyl)-6,6-difluoro-5,7,7-trimethyl-[1,4]oxazepan-3-one (9.0 g, 23.4 mmol, 63% yield) was obtained as an off-white solid. MS: m/z=384.2 [(M+H)+] and 386.1 [(M+2+H)+]. Reactants: O=C([O-])[O-], CO, O=C(NCCC(O)c1cccc(C#CCCO)c1)C(F)(F)F, [K+], [K+], O. Product: NCCC(O)c1cccc(C#CCCO)c1. As a reaction SMILES: [C:23](=[O:24])([O-:25])[O-:26].[CH3:30][OH:31].[F:1][C:2]([F:3])([F:4])[C:21]([NH:5][CH2:6][CH2:7][CH:8]([c:9]1[cH:10][c:11]([C:15]#[C:16][CH2:17][CH2:18][OH:19])[cH:12][cH:13][cH:14]1)[OH:20])=[O:22].[K+:27].[K+:28].[OH2:29]>>[NH2:5][CH2:6][CH2:7][CH:8]([c:9]1[cH:10][c:11]([C:15]#[C:16][CH2:17][CH2:18][OH:19])[cH:12][cH:13][cH:14]1)[OH:20]. Reactants: Brc1nccs1, C1COCCO1, CCN(C(C)C)C(C)C, O=C(C=Cc1ccccc1)C=Cc1ccccc1, O=C(C=Cc1ccccc1)C=Cc1ccccc1, O=C(C=Cc1ccccc1)C=Cc1ccccc1, [Pd], [Pd], Sc1ccc2c(ccc3nnc(-c4ccccc4)n32)c1, CC1(C)c2cccc(P(c3ccccc3)c3ccccc3)c2Oc2c(P(c3ccccc3)c3ccccc3)cccc21. Yields the product c1ccc(-c2nnc3ccc4cc(Sc5nccs5)ccc4n23)cc1. Reaction SMILES: [Br:1][c:2]1[s:3][cH:4][cH:5][n:6]1.[CH2:78]1[O:79][CH2:80][CH2:81][O:82][CH2:83]1.[CH:7]([N:8]([CH2:9][CH3:10])[CH:11]([CH3:12])[CH3:13])([CH3:14])[CH3:15].[O:104]=[C:105]([CH:106]=[CH:107][c:108]1[cH:109][cH:110][cH:111][cH:112][cH:113]1)[CH:114]=[CH:115][c:116]1[cH:117][cH:118][cH:119][cH:120][cH:121]1.[O:122]=[C:123]([CH:124]=[CH:125][c:126]1[cH:127][cH:128][cH:129][cH:130][cH:131]1)[CH:132]=[CH:133][c:134]1[cH:135][cH:136][cH:137][cH:138][cH:139]1.[O:86]=[C:87]([CH:88]=[CH:89][c:90]1[cH:91][cH:92][cH:93][cH:94][cH:95]1)[CH:96]=[CH:97][c:98]1[cH:99][cH:100][cH:101][cH:102][cH:103]1.[Pd:84].[Pd:85].[c:16]1(-[c:22]2[n:23][n:24][c:25]3[n:26]2[c:27]2[cH:28][cH:29][c:30]([SH:35])[cH:31][c:32]2[cH:33][cH:34]3)[cH:17][cH:18][cH:19][cH:20][cH:21]1.[c:36]1([P:37]([c:38]2[cH:39][cH:40][cH:41][cH:42][cH:43]2)[c:44]2[c:45]3[c:69]([cH:70][cH:71][cH:72]2)[C:66]([CH3:67])([CH3:68])[c:48]2[c:47]([c:52]([P:53]([c:54]4[cH:55][cH:56][cH:57][cH:58][cH:59]4)[c:60]4[cH:61][cH:62][cH:63][cH:64][cH:65]4)[cH:51][cH:50][cH:49]2)[O:46]3)[cH:73][cH:74][cH:75][cH:76][cH:77]1>>[c:2]1([S:35][c:30]2[cH:29][cH:28][c:27]3[n:26]4[c:22](-[c:16]5[cH:17][cH:18][cH:19][cH:20][cH:21]5)[n:23][n:24][c:25]4[cH:34][cH:33][c:32]3[cH:31]2)[s:3][cH:4][cH:5][n:6]1. Reactants: OC1CN(C1)C(=O)N1CC(CC(C1)C1=CC=C(C=C1)OC(F)(F)F)C(=O)OC (Methyl 1-[(3-hydroxyazetidin-1-yl)carbonyl]-5-[4-(trifluoromethoxy)phenyl]piperidine-3-carboxylate), CC(C)([O-])C.[K+] (potassium tert-butoxide). Product: OC1CN(C1)C(=O)N1CC(CC(C1)C1=CC=C(C=C1)OC(F)(F)F)C(=O)O (1-[(3-Hydroxyazetidin-1-yl)carbonyl]-5-[4-(trifluoromethoxy)phenyl]piperidine-3-carboxylic acid). Reaction SMILES: [OH:1][CH:2]1[CH2:5][N:4]([C:6]([N:8]2[CH2:13][CH:12]([C:14]3[CH:19]=[CH:18][C:17]([O:20][C:21]([F:24])([F:23])[F:22])=[CH:16][CH:15]=3)[CH2:11][CH:10]([C:25]([O:27]C)=[O:26])[CH2:9]2)=[O:7])[CH2:3]1.CC(C)([O-])C.[K+]>>[OH:1][CH:2]1[CH2:3][N:4]([C:6]([N:8]2[CH2:13][CH:12]([C:14]3[CH:15]=[CH:16][C:17]([O:20][C:21]([F:22])([F:24])[F:23])=[CH:18][CH:19]=3)[CH2:11][CH:10]([C:25]([OH:27])=[O:26])[CH2:9]2)=[O:7])[CH2:5]1 |f:1.2|. Reported procedure: 700 mg (1.43 mmol) of the compound from Example 109A and 1.61 g (14.3 mmol) of potassium tert-butoxide were reacted according to the General Method 9A. Yield: 700 g (99% of theory, 84% pure) Starting materials: CCCCS(=O)(=O)Cl, COC(=O)COc1c(C(=O)OC)sc(-c2cccc(NC3CCNCC3)c2)c1Br. As a reaction SMILES: [CH2:30]([CH2:31][CH2:32][CH3:33])[S:34](=[O:35])(=[O:36])[Cl:37].[CH3:1][O:2][C:3](=[O:4])[c:5]1[s:6][c:7](-[c:17]2[cH:18][c:19]([NH:23][CH:24]3[CH2:25][CH2:26][NH:27][CH2:28][CH2:29]3)[cH:20][cH:21][cH:22]2)[c:8]([Br:16])[c:9]1[O:10][CH2:11][C:12](=[O:13])[O:14][CH3:15]>>[CH3:1][O:2][C:3](=[O:4])[c:5]1[s:6][c:7](-[c:17]2[cH:18][c:19]([NH:23][CH:24]3[CH2:25][CH2:26][N:27]([S:34]([CH2:30][CH2:31][CH2:32][CH3:33])(=[O:35])=[O:36])[CH2:28][CH2:29]3)[cH:20][cH:21][cH:22]2)[c:8]([Br:16])[c:9]1[O:10][CH2:11][C:12](=[O:13])[O:14][CH3:15]. Product: CCCCS(=O)(=O)N1CCC(Nc2cccc(-c3sc(C(=O)OC)c(OCC(=O)OC)c3Br)c2)CC1.